Dataset: the Open Reaction Database (ORD), a public repository of structured organic reaction records. Task: describe an organic reaction: reactants, conditions, products, and yield The reactants are C[Si](C)(C)C#N, CC(=O)O, Nc1ccc(I)cc1, [NH4+], O=C1CCCC1, [OH-]. The product is N#CC1(Nc2ccc(I)cc2)CCCC1. RXN SMILES: [CH3:15][Si:16]([CH3:17])([CH3:18])[C:19]#[N:20].[CH3:23][C:24](=[O:25])[OH:26].[I:1][c:2]1[cH:3][cH:4][c:5]([NH2:6])[cH:7][cH:8]1.[NH4+:21].[O:9]=[C:10]1[CH2:11][CH2:12][CH2:13][CH2:14]1.[OH-:22]>>[I:1][c:2]1[cH:3][cH:4][c:5]([NH:6][C:10]2([C:19]#[N:20])[CH2:11][CH2:12][CH2:13][CH2:14]2)[cH:7][cH:8]1. Reactants: C(C)(C)(C)OC(COC1=C(C(=CC=2C(CCCC12)N)Cl)F)=O ((5-amino-3-chloro-2-fluoro-5,6,7,8-tetrahydro-naphthalen-1-yloxy)-acetic acid tert-butyl ester), FC(C=1C=C(C=C(C1)C(F)(F)F)S(=O)(=O)Cl)(F)F (3,5-di-(trifluoromethyl)benzene-1-sulfonyl chloride), C(C)(C)N(CC)C(C)C (diisopropylethylamine). The solvent is O1CCCC1 (tetrahydrofuran). Run at time 2 hour. The product is C(C)(C)(C)OC(COC1=C(C(=CC=2C(CCCC12)NS(=O)(=O)C1=CC(=CC(=C1)C(F)(F)F)C(F)(F)F)Cl)F)=O ([5-(3,5-bis-trifluoromethyl-benzenesulfonylamino)-3-chloro-2-fluoro-5,6,7,8-tetrahydro-naphthalen-1-yloxy]-acetic acid tert-butyl ester). Yield: 70.9%. RXN SMILES: [C:1]([O:5][C:6](=[O:22])[CH2:7][O:8][C:9]1[C:18]2[CH2:17][CH2:16][CH2:15][CH:14]([NH2:19])[C:13]=2[CH:12]=[C:11]([Cl:20])[C:10]=1[F:21])([CH3:4])([CH3:3])[CH3:2].[F:23][C:24]([F:40])([F:39])[C:25]1[CH:26]=[C:27]([S:35](Cl)(=[O:37])=[O:36])[CH:28]=[C:29]([C:31]([F:34])([F:33])[F:32])[CH:30]=1.C(N(C(C)C)CC)(C)C>O1CCCC1>[C:1]([O:5][C:6](=[O:22])[CH2:7][O:8][C:9]1[C:18]2[CH2:17][CH2:16][CH2:15][CH:14]([NH:19][S:35]([C:27]3[CH:28]=[C:29]([C:31]([F:32])([F:33])[F:34])[CH:30]=[C:25]([C:24]([F:23])([F:39])[F:40])[CH:26]=3)(=[O:37])=[O:36])[C:13]=2[CH:12]=[C:11]([Cl:20])[C:10]=1[F:21])([CH3:4])([CH3:2])[CH3:3]. Reported procedure: To a solution of (5-amino-3-chloro-2-fluoro-5,6,7,8-tetrahydro-naphthalen-1-yloxy)-acetic acid tert-butyl ester (125.0 mg, 0.38 mmol) and 3,5-di-(trifluoromethyl)benzene-1-sulfonyl chloride (0.117 g, 0.38 mmol) in dry tetrahydrofuran (5 mL) was added diisopropylethylamine (0.2 mL, 0.94 mmol) at 0° C. under nitrogen. After 2 hours of stirring at room temperature, the reaction mixture was concentrated in vacuo. The residue was partitioned between ethyl acetate and water. The collected organic laye... The reactants are [Li]N([Si](C)(C)C)[Si](C)(C)C (LiN(TMS)2), N1=CC=C(C=C1)CC(=O)OCC (ethyl 4-pyridylacetate), CI (Methyl iodide). The solvent is C1CCOC1 (THF). Run at time 1 hour. The product is N1=CC=C(C=C1)C(C(=O)OCC)C (Ethyl 2-(pyridin-4-yl)propanoate). Reaction SMILES: [Li]N([Si](C)(C)C)[Si](C)(C)C.[N:11]1[CH:16]=[CH:15][C:14]([CH2:17][C:18]([O:20][CH2:21][CH3:22])=[O:19])=[CH:13][CH:12]=1.[CH3:23]I>C1COCC1>[N:11]1[CH:16]=[CH:15][C:14]([CH:17]([CH3:23])[C:18]([O:20][CH2:21][CH3:22])=[O:19])=[CH:13][CH:12]=1. Procedure details: To a solution of LiN(TMS)2 (Aldrich, 1.0 M solution in THF, 30 mL, 30 mmol) in THF (30 mL) was added ethyl 4-pyridylacetate (Aldrich, 4.7 mL, 30 mmol)) at 0° C. Methyl iodide (Aldrich, 2.4 mL, 38 mmol) was added 30 min later. After 1 h, the reaction mixture was concentrated in vacuo. The crude product was purified by silica gel chromatography. Mass Spec. m/z+ion 180 (M+1). Starting materials: CCCc1ccc(C=O)n1Cc1ccc(-c2ccccc2-c2nnn[nH]2)cc1, Cl, [Na+], [OH-], OO. Yields the product CCCc1ccc(C(=O)O)n1Cc1ccc(-c2ccccc2-c2nnn[nH]2)cc1. Reaction SMILES: [CH2:1]([CH2:2][CH3:3])[c:4]1[cH:5][cH:6][c:7]([CH:27]=[O:28])[n:8]1[CH2:9][c:10]1[cH:11][cH:12][c:13](-[c:16]2[c:17](-[c:22]3[n:23][n:24][n:25][nH:26]3)[cH:18][cH:19][cH:20][cH:21]2)[cH:14][cH:15]1.[ClH:31].[Na+:33].[OH-:32].[OH:29][OH:30]>>[CH2:1]([CH2:2][CH3:3])[c:4]1[cH:5][cH:6][c:7]([C:27](=[O:28])[OH:29])[n:8]1[CH2:9][c:10]1[cH:11][cH:12][c:13](-[c:16]2[c:17](-[c:22]3[nH:23][n:24][n:25][n:26]3)[cH:18][cH:19][cH:20][cH:21]2)[cH:14][cH:15]1. Starting materials: C(C1=CC=CC=C1)(=O)NC=1SCC2C(N1)(CN(C2)C(=O)OCC2=CC=CC=C2)C2=CC=CC=C2 (Racemic benzyl 2-benzamido-7a-phenyl-4,4a,5,7-tetrahydropyrrolo[3,4-d][1,3]thiazine-6-carboxylate), CO.C(C)#N (methanol acetonitrile), CN(CC)C (dimethylethyl amine). Solvent: C(=O)=O (CO2). Yields the product C(C1=CC=CC=C1)(=O)NC=1SC[C@H]2[C@@](N1)(CN(C2)C(=O)OCC2=CC=CC=C2)C2=CC=CC=C2 (Benzyl (4aR,7aS)-2-benzamido-7a-phenyl-4,4a,5,7-tetrahydropyrrolo[3,4-d][1,3]thiazine-6-carboxylate). Isolated yield 37.4%. As a reaction SMILES: [C:1]([NH:9][C:10]1[S:11][CH2:12][CH:13]2[CH2:18][N:17]([C:19]([O:21][CH2:22][C:23]3[CH:28]=[CH:27][CH:26]=[CH:25][CH:24]=3)=[O:20])[CH2:16][C:14]2([C:29]2[CH:34]=[CH:33][CH:32]=[CH:31][CH:30]=2)[N:15]=1)(=[O:8])[C:2]1[CH:7]=[CH:6][CH:5]=[CH:4][CH:3]=1.CO.C(#N)C.CN(C)CC>C(=O)=O>[C:1]([NH:9][C:10]1[S:11][CH2:12][C@@H:13]2[CH2:18][N:17]([C:19]([O:21][CH2:22][C:23]3[CH:24]=[CH:25][CH:26]=[CH:27][CH:28]=3)=[O:20])[CH2:16][C@:14]2([C:29]2[CH:34]=[CH:33][CH:32]=[CH:31][CH:30]=2)[N:15]=1)(=[O:8])[C:2]1[CH:3]=[CH:4][CH:5]=[CH:6][CH:7]=1 |f:1.2|. Reported procedure: Racemic benzyl 2-benzamido-7a-phenyl-4,4a,5,7-tetrahydropyrrolo[3,4-d][1,3]thiazine-6-carboxylate (30 g, 63 mmol) is chirally purified by SFC: (Column: Chiralpak IC 2.1×25 cm; eluent: 40% methanol/acetonitrile (8/2) with 0.2% dimethylethyl amine in CO2; flow: 70 mL/min at UV 284 nm). The second eluting isomer is the title compound (11.1 g, 37%, >98% ee). Chiral analysis of the isolated isomer 2: Chiralpak IC 0.46×10 cm, 5 μm; eluent: 40% methanol/acetonitrile (8/2) with 0.2% dimethyl ethyl amine... The reactants are C(C1=CC=CC=C1)N1CCC2(C(OC(O2)=O)=C)CC1 (8-benzyl-4-methylene-2-oxo-1,3-dioxa-8-azaspiro[4,5]decane), O (water), CN (methylamine), O.C1(=CC=C(C=C1)S(=O)(=O)O)C (p-toluenesulfonic acid monohydrate). The solvent is C=1(C(=CC=CC1)C)C (xylene), C=1(C(=CC=CC1)C)C (xylene). The product is C(C1=CC=CC=C1)N1CCC2(C(N(C(O2)=O)C)=C)CC1 (8-benzyl-3-methyl-4-methylene-2-oxo-1-oxa-3,8-diazaspiro[4,5]decane). Yield: 96.7%. Reaction SMILES: [CH3:1][NH2:2].[CH2:3]([N:10]1[CH2:21][CH2:20][C:13]2([O:17][C:16](=O)[O:15][C:14]2=[CH2:19])[CH2:12][CH2:11]1)[C:4]1[CH:9]=[CH:8][CH:7]=[CH:6][CH:5]=1.O.C1(C)C=CC(S(O)(=O)=O)=CC=1.O>C1(C)C(C)=CC=CC=1>[CH2:3]([N:10]1[CH2:21][CH2:20][C:13]2([O:17][C:16](=[O:15])[N:2]([CH3:1])[C:14]2=[CH2:19])[CH2:12][CH2:11]1)[C:4]1[CH:9]=[CH:8][CH:7]=[CH:6][CH:5]=1 |f:2.3|. Procedure: A solution of 1.6 g of methylamine in 35 ml of xylene prepared at 0° C. is flown to the solution of 13.0 g of 8-benzyl-4-methylene-2-oxo-1,3-dioxa-8-azaspiro[4,5]decane in 30 ml of xylene under stirring. The reaction is exothermic, thus the temperature of the reaction mixture increases up to 55° to 60° C. Thereafter, the heterogeneous reaction mixture is heated to a temperature of 100° to 102° C., maintained at the same temperature for 10 minutes, then 0.2 g of p-toluenesulfonic acid monohydrate...